This data is from the Open Reaction Database (ORD), a public repository of structured organic reaction records. The task is: describe an organic reaction: reactants, conditions, products, and yield Reactants: [N-]=[N+]=[N-].[Na+] (sodium azide), [Cl-].[NH4+] (ammonium chloride), BrC1=C(C=CC2=CC(=CC=C12)C=1N=C(SC1)C1=CC=CC=C1)OCC#N ({[1-bromo-6-(2-phenyl-1,3-thiazol-4-yl)-2-naphthyl]oxy}acetonitrile). Run in CN(C)C=O (DMF). Conditions: temperature 100 celsius, time 4 hour. Product: BrC1=C(C=CC2=CC(=CC=C12)C=1N=C(SC1)C1=CC=CC=C1)OCC1=NN=NN1 (5-({[1-bromo-6-(2-phenyl-1,3-thiazol-4-yl)-2-naphthyl]oxy}methyl)-1H-tetraazole). Isolated yield 90.3%. As a reaction SMILES: [Br:1][C:2]1[C:11]2[C:6](=[CH:7][C:8]([C:12]3[N:13]=[C:14]([C:17]4[CH:22]=[CH:21][CH:20]=[CH:19][CH:18]=4)[S:15][CH:16]=3)=[CH:9][CH:10]=2)[CH:5]=[CH:4][C:3]=1[O:23][CH2:24][C:25]#[N:26].[N-:27]=[N+:28]=[N-:29].[Na+].[Cl-].[NH4+]>CN(C=O)C>[Br:1][C:2]1[C:11]2[C:6](=[CH:7][C:8]([C:12]3[N:13]=[C:14]([C:17]4[CH:22]=[CH:21][CH:20]=[CH:19][CH:18]=4)[S:15][CH:16]=3)=[CH:9][CH:10]=2)[CH:5]=[CH:4][C:3]=1[O:23][CH2:24][C:25]1[NH:29][N:28]=[N:27][N:26]=1 |f:1.2,3.4|. Procedure: A mixture of {[1-bromo-6-(2-phenyl-1,3-thiazol-4-yl)-2-naphthyl]oxy}acetonitrile (277 mg, 0.658 mmol), prepared in the previous step, sodium azide (128 mg, 1.96 mmol) and ammonium chloride (110 mg, 2.05 mmol) in 15 mL of DMF was stirred under nitrogen at 100° C. for 4 h. The reaction was filtered and then 5 mL of 1 N HCl added to the filtrate followed by the addition of 20 mL of water. The solid present was collected by filtration, rinsed with water and dried under reduced pressure to give the t...